Dataset: the Open Reaction Database (ORD), a public repository of structured organic reaction records. Task: describe an organic reaction: reactants, conditions, products, and yield Reactants: CN1C(OC(C2=C1C=CC=C2C)=O)=O (1,5-dimethyl-2H-3,1-benzoxazine-2,4(1H)-dione), NC(=O)N (urea). Product: CN1C(NC(C2=C(C=CC=C12)C)=O)=O (1,5-dimethyl-1H-quinazoline-2,4-dione), solid. Yield: 57.0%. As a reaction SMILES: [CH3:1][N:2]1[C:7]2[CH:8]=[CH:9][CH:10]=[C:11]([CH3:12])[C:6]=2[C:5](=[O:13])[O:4][C:3]1=O.[NH2:15]C(N)=O>>[CH3:1][N:2]1[C:7]2[C:6](=[C:11]([CH3:12])[CH:10]=[CH:9][CH:8]=2)[C:5](=[O:13])[NH:15][C:3]1=[O:4]. Procedure: Starting from 1,5-dimethyl-2H-3,1-benzoxazine-2,4(1H)-dione (prepared according to WO 98/42688) and urea and using Procedure R, the title compound was obtained as an off-white solid (681 mg, 57% yield). Reactants: C[SiH](C)Cl, C=CCc1ccc(F)c(Oc2ccccc2)c1, C1CCOC1. The product is C[Si](C)(Cl)CCCc1ccc(F)c(Oc2ccccc2)c1. As a reaction SMILES: [CH3:18][SiH:19]([Cl:20])[CH3:21].[F:1][c:2]1[c:3]([O:11][c:12]2[cH:13][cH:14][cH:15][cH:16][cH:17]2)[cH:4][c:5]([CH2:8][CH:9]=[CH2:10])[cH:6][cH:7]1.[O:22]1[CH2:23][CH2:24][CH2:25][CH2:26]1>>[F:1][c:2]1[c:3]([O:11][c:12]2[cH:13][cH:14][cH:15][cH:16][cH:17]2)[cH:4][c:5]([CH2:8][CH2:9][CH2:10][Si:19]([CH3:18])([Cl:20])[CH3:21])[cH:6][cH:7]1. The reactants are CS(=O)C (dimethylsulfoxide), C(C1=CC=CC=C1)(C1=CC=CC=C1)NCCCC(=O)OCC (ethyl 4-benzhydrylaminobutyrate), C(C)N(C(C)C)C(C)C (ethyl diisopropylamine), C(C)(=O)Cl (acetyl chloride). Solvent: C1=CC=CC=C1 (benzene). Yields the product C(C)(=O)N(CCCC(=O)OCC)C(C1=CC=CC=C1)C1=CC=CC=C1 (ethyl N-acetyl-4-benzhydrylaminobutyrate). The yield is 92.5%. Reaction SMILES: [CH:1]([NH:14][CH2:15][CH2:16][CH2:17][C:18]([O:20][CH2:21][CH3:22])=[O:19])([C:8]1[CH:13]=[CH:12][CH:11]=[CH:10][CH:9]=1)[C:2]1[CH:7]=[CH:6][CH:5]=[CH:4][CH:3]=1.C(N(C(C)C)C(C)C)C.[C:32](Cl)(=[O:34])[CH3:33].CS(C)=O>C1C=CC=CC=1>[C:32]([N:14]([CH:1]([C:8]1[CH:9]=[CH:10][CH:11]=[CH:12][CH:13]=1)[C:2]1[CH:3]=[CH:4][CH:5]=[CH:6][CH:7]=1)[CH2:15][CH2:16][CH2:17][C:18]([O:20][CH2:21][CH3:22])=[O:19])(=[O:34])[CH3:33]. Procedure details: Analogously to Example 19, 10.8 g of ethyl 4-benzhydrylaminobutyrate and 5.2 g of ethyl diisopropylamine are dissolved in 100 ml of benzene and reacted with 3.1 g of acetyl chloride. As reaction product one obtains 11.4 g (92.5% of theory) of ethyl N-acetyl-4-benzhydrylaminobutyrate as a viscous non-distillable oil. The saponification of this ester yields 9.2 g (88% of theory) of N-acetyl-4-benzhydrylaminobutyric acid (M.P. 173° to 174°). Reactants: CC1(OB(OC1(C)C)C=1C=C2CC(NC2=CC1)=O)C (5-(4,4,5,5-Tetramethyl-1,3,2-dioxaborolan-2-yl)indolin-2-one), N1CCCCC1 (piperidine), O1C(=CC=C1)C=O (2-furaldehyde). Solvent: C(C)O (ethyl alcohol). Conditions: temperature 80 celsius. Product: O1C(=CC=C1)\C=C/1\C(NC2=CC=C(C=C12)B1OC(C(O1)(C)C)(C)C)=O ((E)-3-(furan-2-ylmethylene)-5-(4,4,5,5-tetramethyl-1,3,2-dioxaborolan-2-yl)indolin-2-one). The yield is 39.3%. Reaction SMILES: [CH3:1][C:2]1([CH3:19])[C:6]([CH3:8])([CH3:7])[O:5][B:4]([C:9]2[CH:10]=[C:11]3[C:15](=[CH:16][CH:17]=2)[NH:14][C:13](=[O:18])[CH2:12]3)[O:3]1.N1CCCCC1.[O:26]1[CH:30]=[CH:29][CH:28]=[C:27]1[CH:31]=O>C(O)C>[O:26]1[CH:30]=[CH:29][CH:28]=[C:27]1/[CH:31]=[C:12]1/[C:13](=[O:18])[NH:14][C:15]2[C:11]/1=[CH:10][C:9]([B:4]1[O:3][C:2]([CH3:19])([CH3:1])[C:6]([CH3:7])([CH3:8])[O:5]1)=[CH:17][CH:16]=2. Procedure: 5-(4,4,5,5-Tetramethyl-1,3,2-dioxaborolan-2-yl)indolin-2-one (2.00 g, 7.7 mmol), ethyl alcohol (77 mL), piperidine (0.15 mL, 1.5 mmol), and 2-furaldehyde (0.77 mL, 9.3 mmol) were added to a 250 mL round-bottomed flask. The flask was sealed under a septum and heated to 80° C. for 5 hours. The mixture was cooled and filtered through a medium glass frit. The filtrate was adsorbed onto a plug of silica gel and chromatographed through a Redi-Sep® pre-packed silica gel column (120 g), eluting with a g... The reactants are CC(=O)C1=CC=C(C=C1)Br (4-bromoacetophenone), P(Cl)(Cl)(Cl)(Cl)Cl (phosphorous pentachloride). The product is BrC1=CC=C(C=C1)C(=C)Cl (1-(4-bromophenyl)-1-chloroethylene). As a reaction SMILES: [CH3:1][C:2]([C:4]1[CH:9]=[CH:8][C:7]([Br:10])=[CH:6][CH:5]=1)=O.P(Cl)(Cl)(Cl)(Cl)[Cl:12]>>[Br:10][C:7]1[CH:8]=[CH:9][C:4]([C:2]([Cl:12])=[CH2:1])=[CH:5][CH:6]=1. Procedure: Initially, 4-bromoacetophenone (3) can be treated with powdered phosphorous pentachloride to produce 1-(4-bromophenyl)-1-chloroethylene (4). Compound 4 was then treated with potassium hydroxide to produce 4-bromophenylacetylene (5) at a 60% yield. Treatment of compound 5 with ethyl magnesium bromide was followed by reaction with chlorotrimethylsilane. The resulting product (4-bromophenylethynyl) trimethylsilane (6) was recovered with a 90% yield. Compound 6 was then treated with ethyl magnesium ... Reactants: O=CO, NC=O, COc1ccc(Cl)cc1C(C)=O, O. Yields the product COc1ccc(Cl)cc1C(C)N. Reaction SMILES: [CH:13]([OH:14])=[O:15].[CH:16](=[O:17])[NH2:18].[Cl:1][c:2]1[cH:3][cH:4][c:5]([O:11][CH3:12])[c:6]([C:8]([CH3:9])=[O:10])[cH:7]1.[OH2:19]>>[Cl:1][c:2]1[cH:3][cH:4][c:5]([O:11][CH3:12])[c:6]([CH:8]([CH3:9])[NH2:18])[cH:7]1.